Dataset: the Open Reaction Database (ORD), a public repository of structured organic reaction records. Task: describe an organic reaction: reactants, conditions, products, and yield Reactants: COCOC1C(C)C(CCC=CC(C)C2OC(c3ccc(OC)cc3)OCC2C)OC(OC)C1C, CC(C)C[AlH]CC(C)C, ClCCl. Product: COCOC1C(C)C(CCC=CC(C)C(OCc2ccc(OC)cc2)C(C)C=O)OC(OC)C1C. As a reaction SMILES: [CH3:10][O:11][CH:12]1[CH:13]([CH3:44])[CH:14]([O:40][CH2:41][O:42][CH3:43])[CH:15]([CH3:39])[CH:16]([CH2:18][CH2:19][CH:20]=[CH:21][CH:22]([CH3:23])[CH:24]2[O:25][CH:26]([c:31]3[cH:32][cH:33][c:34]([O:37][CH3:38])[cH:35][cH:36]3)[O:27][CH2:28][CH:29]2[CH3:30])[O:17]1.[CH3:1][CH:2]([CH2:3][AlH:4][CH2:5][CH:6]([CH3:7])[CH3:8])[CH3:9].[Cl:45][CH2:46][Cl:47]>>[CH3:10][O:11][CH:12]1[CH:13]([CH3:44])[CH:14]([O:40][CH2:41][O:42][CH3:43])[CH:15]([CH3:39])[CH:16]([CH2:18][CH2:19][CH:20]=[CH:21][CH:22]([CH3:23])[CH:24]([O:25][CH2:26][c:31]2[cH:32][cH:33][c:34]([O:37][CH3:38])[cH:35][cH:36]2)[CH:29]([CH:28]=[O:27])[CH3:30])[O:17]1.